Dataset: the Open Reaction Database (ORD), a public repository of structured organic reaction records. Task: describe an organic reaction: reactants, conditions, products, and yield Starting materials: C(C)(C)C1=CC=C(C=C1)NC(=O)C1CCCC2=CC=CC=C12 (N-(4-isopropylphenyl)-1,2,3,4-tetrahydronaphthalene-1-carboxamide), O1C(CCCC1)OCCCBr (3-(tetrahydropyran-2-yloxy)propyl bromide). The product is C(C)(C)C1=CC=C(C=C1)N(C(=O)C1CCCC2=CC=CC=C12)CCCOC1OCCCC1 (N-(4-isopropylphenyl)-N-[3-(tetrahydropyran-2-yloxy)propyl]-1,2,3,4-tetrahydronaphthalene-1-carboxamide). RXN SMILES: [CH:1]([C:4]1[CH:9]=[CH:8][C:7]([NH:10][C:11]([CH:13]2[C:22]3[C:17](=[CH:18][CH:19]=[CH:20][CH:21]=3)[CH2:16][CH2:15][CH2:14]2)=[O:12])=[CH:6][CH:5]=1)([CH3:3])[CH3:2].[O:23]1[CH2:28][CH2:27][CH2:26][CH2:25][CH:24]1[O:29][CH2:30][CH2:31][CH2:32]Br>>[CH:1]([C:4]1[CH:9]=[CH:8][C:7]([N:10]([CH2:32][CH2:31][CH2:30][O:29][CH:24]2[CH2:25][CH2:26][CH2:27][CH2:28][O:23]2)[C:11]([CH:13]2[C:22]3[C:17](=[CH:18][CH:19]=[CH:20][CH:21]=3)[CH2:16][CH2:15][CH2:14]2)=[O:12])=[CH:6][CH:5]=1)([CH3:3])[CH3:2]. Reported procedure: By the reaction and treatment in the same manner as in Example 6 using N-(4-isopropylphenyl)-1,2,3,4-tetrahydronaphthalene-1-carboxamide (0.75 g) and 3-(tetrahydropyran-2-yloxy)propyl bromide (0.52 mL) as starting materials, N-(4-isopropylphenyl)-N-[3-(tetrahydropyran-2-yloxy)propyl]-1,2,3,4-tetrahydronaphthalene-1-carboxamide (0.9 g) was obtained. RXN SMILES: [CH3:1][C:2](=[O:3])[O:4][C:5](=[O:6])[CH3:7].[NH2:8][CH2:9][CH2:10][CH2:11][NH:12][C:13]([c:14]1[cH:15][cH:16][c:17](-[c:20]2[cH:21][n:22][c:23]3[n:24]2[cH:25][c:26](-[c:29]2[c:30](-[c:53]4[cH:54][cH:55][c:56]([F:59])[cH:57][cH:58]4)[n:31][n:32]([C:34]([c:35]4[cH:36][cH:37][cH:38][cH:39][cH:40]4)([c:41]4[cH:42][cH:43][cH:44][cH:45][cH:46]4)[c:47]4[cH:48][cH:49][cH:50][cH:51][cH:52]4)[cH:33]2)[cH:27][cH:28]3)[cH:18][cH:19]1)=[O:60].[O:61]1[CH2:62][CH2:63][CH2:64][CH2:65]1.[OH2:72].[cH:66]1[cH:67][cH:68][n:69][cH:70][cH:71]1>>[CH3:1][C:2](=[O:3])[NH:8][CH2:9][CH2:10][CH2:11][NH:12][C:13]([c:14]1[cH:15][cH:16][c:17](-[c:20]2[cH:21][n:22][c:23]3[n:24]2[cH:25][c:26](-[c:29]2[c:30](-[c:53]4[cH:54][cH:55][c:56]([F:59])[cH:57][cH:58]4)[n:31][n:32]([C:34]([c:35]4[cH:36][cH:37][cH:38][cH:39][cH:40]4)([c:41]4[cH:42][cH:43][cH:44][cH:45][cH:46]4)[c:47]4[cH:48][cH:49][cH:50][cH:51][cH:52]4)[cH:33]2)[cH:27][cH:28]3)[cH:18][cH:19]1)=[O:60]. Reactants: CC(=O)OC(C)=O, NCCCNC(=O)c1ccc(-c2cnc3ccc(-c4cn(C(c5ccccc5)(c5ccccc5)c5ccccc5)nc4-c4ccc(F)cc4)cn23)cc1, C1CCOC1, O, c1ccncc1. Product: CC(=O)NCCCNC(=O)c1ccc(-c2cnc3ccc(-c4cn(C(c5ccccc5)(c5ccccc5)c5ccccc5)nc4-c4ccc(F)cc4)cn23)cc1. The reactants are FC=1C(NC(NC1)=O)=O (5-fluorouracil), [Cl-].[Al+3].[Cl-].[Cl-] (aluminum chloride), end product, by-products, O1CCC=C1 (2,3-dihydrofuran), FC=1C(NC(NC1)=O)=O (5-fluorouracil). Run in N1=CC=CC=C1 (pyridine). Yields the product O1C(CCC1)N1C(=O)NC(=O)C(=C1)F (1-(2-tetrahydrofuryl)-5-fluorouracil). Yield: 75.4%. Reaction SMILES: [F:1][C:2]1[C:3](=[O:9])[NH:4][C:5](=[O:8])[NH:6][CH:7]=1.[Cl-].[Al+3].[Cl-].[Cl-].[O:14]1[CH:18]=[CH:17][CH2:16][CH2:15]1>N1C=CC=CC=1>[O:14]1[CH2:18][CH2:17][CH2:16][CH:15]1[N:6]1[CH:7]=[C:2]([F:1])[C:3](=[O:9])[NH:4][C:5]1=[O:8] |f:1.2.3.4|. Reported procedure: In 50 ml of pyridine were dissolved 2.5 g of 5-fluorouracil and 0.35 g of anhydrous aluminum chloride. To this solution were added 2.3 ml of 2,3-dihydrofuran and the mixture was reacted at 120° C. for 6 hours. A part of the reaction liquid was extracted and subjected to thin layer chromatography to observe the state of proceeding of the reaction whereby the composition of the product was 70% of the end product, 10% of by-products and less than 1% of unreacted 5-fluorouracil. The pyridine was dis... Starting materials: CO, Cl, C1COCCO1, CC(C)(C)OC(=O)N(Cc1ccccn1)Cc1ccc(C(=O)NC(CCCNC2CCCc3cccnc32)C(=O)NCc2cccc3ccccc23)c2ccccc12. The product is Cl, O=C(NC(CCCNC1CCCc2cccnc21)C(=O)NCc1cccc2ccccc12)c1ccc(CNCc2ccccn2)c2ccccc12. Reaction SMILES: [CH3:66][OH:67].[ClH:65].[O:59]1[CH2:60][CH2:61][O:62][CH2:63][CH2:64]1.[c:1]1([CH2:11][NH:12][C:13]([CH:14]([CH2:15][CH2:16][CH2:17][NH:18][CH:19]2[CH2:20][CH2:21][CH2:22][c:23]3[cH:24][cH:25][cH:26][n:27][c:28]32)[NH:29][C:30](=[O:31])[c:32]2[cH:33][cH:34][c:35]([CH2:42][N:43]([CH2:44][c:45]3[cH:46][cH:47][cH:48][cH:49][n:50]3)[C:51]([O:52][C:53]([CH3:54])([CH3:55])[CH3:56])=[O:57])[c:36]3[cH:37][cH:38][cH:39][cH:40][c:41]23)=[O:58])[cH:2][cH:3][cH:4][c:5]2[cH:6][cH:7][cH:8][cH:9][c:10]12>>[ClH:65].[c:1]1([CH2:11][NH:12][C:13]([CH:14]([CH2:15][CH2:16][CH2:17][NH:18][CH:19]2[CH2:20][CH2:21][CH2:22][c:23]3[cH:24][cH:25][cH:26][n:27][c:28]32)[NH:29][C:30](=[O:31])[c:32]2[cH:33][cH:34][c:35]([CH2:42][NH:43][CH2:44][c:45]3[cH:46][cH:47][cH:48][cH:49][n:50]3)[c:36]3[cH:37][cH:38][cH:39][cH:40][c:41]23)=[O:58])[cH:2][cH:3][cH:4][c:5]2[cH:6][cH:7][cH:8][cH:9][c:10]12. Starting materials: CCc1ccc(NC(=O)OCC2(C(=O)NCc3cccc(F)c3C)CCN(C(=O)CNC(=O)OC(C)(C)C)CC2)cc1, ClCCl, Cl. The product is CCc1ccc(NC(=O)OCC2(C(=O)NCc3cccc(F)c3C)CCN(C(=O)CN)CC2)cc1. As a reaction SMILES: [CH2:1]([CH3:2])[c:3]1[cH:4][cH:5][c:6]([NH:9][C:10]([O:11][CH2:12][C:13]2([C:30]([NH:31][CH2:32][c:33]3[c:34]([CH3:40])[c:35]([F:39])[cH:36][cH:37][cH:38]3)=[O:41])[CH2:14][CH2:15][N:16]([C:19]([CH2:20][NH:21][C:22]([O:23][C:24]([CH3:25])([CH3:26])[CH3:27])=[O:28])=[O:29])[CH2:17][CH2:18]2)=[O:42])[cH:7][cH:8]1.[Cl:44][CH2:45][Cl:46].[ClH:43]>>[CH2:1]([CH3:2])[c:3]1[cH:4][cH:5][c:6]([NH:9][C:10]([O:11][CH2:12][C:13]2([C:30]([NH:31][CH2:32][c:33]3[c:34]([CH3:40])[c:35]([F:39])[cH:36][cH:37][cH:38]3)=[O:41])[CH2:14][CH2:15][N:16]([C:19]([CH2:20][NH2:21])=[O:29])[CH2:17][CH2:18]2)=[O:42])[cH:7][cH:8]1. Starting materials: COC1=CC2=CC=C(C=C2C=C1)C(CC)=O (2-methoxy-6-propionyl-naphthalene), Br (HBr), ice. The solvent is C(C)(=O)O (acetic acid). The product is C(CC)(=O)C=1C=C2C=CC(=CC2=CC1)O (6-propionyl-2-naphthol). Isolated yield 56.7%. As a reaction SMILES: C[O:2][C:3]1[CH:12]=[CH:11][C:10]2[C:5](=[CH:6][CH:7]=[C:8]([C:13](=[O:16])[CH2:14][CH3:15])[CH:9]=2)[CH:4]=1.Br>C(O)(=O)C>[C:13]([C:8]1[CH:9]=[C:10]2[C:5](=[CH:6][CH:7]=1)[CH:4]=[C:3]([OH:2])[CH:12]=[CH:11]2)(=[O:16])[CH2:14][CH3:15]. Procedure details: To a solution of 10 g of 2-methoxy-6-propionyl-naphthalene, prepared according to J. Chem. Soc. (1934), p. 864, in acetic acid (45 ml) and kept under reflux, 47 ml of aqueous HBr (48% by weight) is added during a three-hour time period. The resulting suspension is poured onto 500 g of crushed ice; the formed tars are left in the reaction flask. A suspension is obtained which is filtered on a Buchner filter. The solid material is washed with 100 ml of water, 50 ml of saturated aqueous solution of... Starting materials: crude material, C(C)(C)(C)OC(=O)N1CCC(=CC1)B1OC(C(O1)(C)C)(C)C (4-(4,4,5,5-tetramethyl-[1,3,2]dioxaborolan-2-yl)-3,6-dihydro-2H-pyridine-1-carboxylic acid tert-butyl ester), C([O-])([O-])=O.[K+].[K+] (potassium carbonate), Cl.O1CCOCC1 (HCl 1,4-dioxane), S1C=NC2=C1C=C(C=C2)NC=2C1=C(N=CN2)NC(=C1)I (benzothiazol-6-yl-(6-iodo-7H-pyrrolo[2,3-d]pyrimidin-4-yl)-amine). The reagents and catalysts are C1=CC=C(C=C1)P([C-]2C=CC=C2)C3=CC=CC=C3.C1=CC=C(C=C1)P([C-]2C=CC=C2)C3=CC=CC=C3.Cl[Pd]Cl.[Fe+2] ([1,1′-bis(diphenylphosphino)ferrocene]dichloro palladium(II)). Run in C(Cl)Cl (methylene chloride), ClCCl (dichloromethane), C(Cl)Cl (CH2Cl2), COCCOC (1,2-dimethoxyethane), O (water). Conditions: temperature 80 celsius, time 8 hour. Product: Cl.Cl.Cl.S1C=NC2=C1C=C(C=C2)NC=2C1=C(N=CN2)NC(=C1)C=1CCNCC1 (Benzothiazol-6-yl-[6-(1,2,3,6-tetrahydropyridin-4-yl)-7H-pyrrolo[2,3-d]pyrimidin-4-yl]amine trihydrochloride). RXN SMILES: [S:1]1[C:5]2[CH:6]=[C:7]([NH:10][C:11]3[C:12]4[CH:19]=[C:18](I)[NH:17][C:13]=4[N:14]=[CH:15][N:16]=3)[CH:8]=[CH:9][C:4]=2[N:3]=[CH:2]1.C(OC([N:28]1[CH2:33][CH:32]=[C:31](B2OC(C)(C)C(C)(C)O2)[CH2:30][CH2:29]1)=O)(C)(C)C.C(=O)([O-])[O-].[K+].[K+].[ClH:49].O1CCOCC1>COCCOC.O.C(Cl)Cl.C1C=CC(P(C2C=CC=CC=2)[C-]2C=CC=C2)=CC=1.C1C=CC(P(C2C=CC=CC=2)[C-]2C=CC=C2)=CC=1.Cl[Pd]Cl.[Fe+2]>[ClH:49].[ClH:49].[ClH:49].[S:1]1[C:5]2[CH:6]=[C:7]([NH:10][C:11]3[C:12]4[CH:19]=[C:18]([C:31]5[CH2:32][CH2:33][NH:28][CH2:29][CH:30]=5)[NH:17][C:13]=4[N:14]=[CH:15][N:16]=3)[CH:8]=[CH:9][C:4]=2[N:3]=[CH:2]1 |f:2.3.4,5.6,10.11.12.13,14.15.16.17|. Procedure: To a suspension of benzothiazol-6-yl-(6-iodo-7H-pyrrolo[2,3-d]pyrimidin-4-yl)-amine (4.05 g, 10.3 mmol) in 1,2-dimethoxyethane (125 mL) and water (25 mL) were added 4-(4,4,5,5-tetramethyl-[1,3,2]dioxaborolan-2-yl)-3,6-dihydro-2H-pyridine-1-carboxylic acid tert-butyl ester (3.50 g, 11.3 mmol), [1,1′-bis(diphenylphosphino)ferrocene]dichloro palladium(II), complex with dichloromethane (1:1) (420 mg, 0.51 mmol) and potassium carbonate (2.85 g, 20.6 mmol). The flask was evacuated and refilled with N2... Starting materials: C(C)C=1C(=NC(=CN1)CC)N[C@H]1[C@H](CC2=CC=CC=C12)O ((1R,2S)-1-[(3,6-diethylpyrazin-2-yl)amino]-2,3-dihydro-1H-inden-2-ol), ClC=1C(=NC=C(N1)C1CC1)C (3-chloro-5-cyclopropyl-2-methylpyrazine). Yields the product C1(CC1)C1=CN=C(C(=N1)N[C@H]1[C@H](CC2=CC=CC=C12)O)C ((1R,2S)-1-[(6-cyclopropyl-3-methylpyrazin-2-yl)amino]-2,3-dihydro-1H-inden-2-ol). As a reaction SMILES: [CH2:1]([C:3]1[C:4]([NH:11][C@@H:12]2[C:20]3[C:15](=[CH:16][CH:17]=[CH:18][CH:19]=3)[CH2:14][C@@H:13]2[OH:21])=[N:5][C:6]([CH2:9][CH3:10])=[CH:7][N:8]=1)C.Cl[C:23]1C(C)=NC=C(C2CC2)N=1>>[CH:9]1([C:6]2[N:5]=[C:4]([NH:11][C@@H:12]3[C:20]4[C:15](=[CH:16][CH:17]=[CH:18][CH:19]=4)[CH2:14][C@@H:13]3[OH:21])[C:3]([CH3:1])=[N:8][CH:7]=2)[CH2:10][CH2:23]1. Procedure: Following the procedure for the preparation of (1R,2S)-1-[(3,6-diethylpyrazin-2-yl)amino]-2,3-dihydro-1H-inden-2-ol but substituting 3-chloro-5-cyclopropyl-2-methylpyrazine and making non-critical variations provided the title compound as a solid: 1H NMR (CDCl3) δ 0.95, 1.93, 2.38, 2.61, 3.09, 3.22, 4.75, 5.50, 7.30, 7.77; MS (ESI+) for C17H19N3O m/z 282 (M+H)+. Reactants: solution, C(C)(C)[C@H]1C(N2[C@@H](C[C@@H](OC3=NC=CC4=CC=C(CCCCCC5=NN=C(N1)O5)C=C34)C2)C(=O)OC)=O (methyl (3R,5S,8S)-8-isopropyl-7-oxo-2,28-dioxa-6,9,11,12,25-pentaazapentacyclo[17.6.2.13,6.110,13.022,26]noncosa-1(25),10,12,19,21,23,26-heptaene-5-carboxylate), OS(=O)(=O)C(F)(F)F (triflic acid), IN1C(CCC1=O)=O (N-iodosuccinimide), IN1C(CCC1=O)=O (N-iodosuccinimide), C(=O)(O)[O-].[Na+] (NaHCO3). Solvent: C(Cl)Cl (DCM). Reaction conditions: time 16 hour. Product: IC=1C2=CC=C3CCCCCC4=NN=C(N[C@H](C(N5[C@@H](C[C@@H](OC(=NC1)C2=C3)C5)C(=O)OC)=O)C(C)C)O4 (methyl (3R,5S,8S)-23-iodo-8-isopropyl-7-oxo-2,28-dioxa-6,9,11,12,25-pentaazapentacyclo[17.6.2.13,6.110,13.022,26]noncosa-1(25),10,12,19,21,23,26-heptaene-5-carboxylate). Reaction SMILES: [CH:1]([C@@H:4]1[NH:28][C:27]2[O:29][C:24](=[N:25][N:26]=2)[CH2:23][CH2:22][CH2:21][CH2:20][CH2:19][C:18]2[CH:30]=[C:31]3[C:15](=[CH:16][CH:17]=2)[CH:14]=[CH:13][N:12]=[C:11]3[O:10][C@H:9]2[CH2:32][N:6]([C@H:7]([C:33]([O:35][CH3:36])=[O:34])[CH2:8]2)[C:5]1=[O:37])([CH3:3])[CH3:2].OS(C(F)(F)F)(=O)=O.[I:46]N1C(=O)CCC1=O.C([O-])(O)=O.[Na+]>C(Cl)Cl>[I:46][C:14]1[C:15]2[C:31]3=[CH:30][C:18]([CH2:19][CH2:20][CH2:21][CH2:22][CH2:23][C:24]4[O:29][C:27]([NH:28][C@@H:4]([CH:1]([CH3:3])[CH3:2])[C:5](=[O:37])[N:6]5[CH2:32][C@H:9]([O:10][C:11]3=[N:12][CH:13]=1)[CH2:8][C@H:7]5[C:33]([O:35][CH3:36])=[O:34])=[N:26][N:25]=4)=[CH:17][CH:16]=2 |f:3.4|. Reported procedure: To a 0.3 M solution of methyl (3R,5S,8S)-8-isopropyl-7-oxo-2,28-dioxa-6,9,11,12,25-pentaazapentacyclo[17.6.2.13,6.110,13.022,26]noncosa-1(25),10,12,19,21,23,26-heptaene-5-carboxylate (from Step 1) in dry DCM was added triflic acid (2 eq) and N-iodosuccinimide (2 eq) and the mixture was stirred under N2 for 16 h. An additional portion of N-iodosuccinimide (2 eq) was added and the reaction was stirred for additional 24 h. The reaction mixture was poured into saturated NaHCO3 and extracted with DCM...